This data is from the Open Reaction Database (ORD), a public repository of structured organic reaction records. The task is: describe an organic reaction: reactants, conditions, products, and yield The reactants are CC(C)(C)[Si](C)(C)OCC1CC(O)C(Nc2cc(NC3CCc4ccccc43)ncn2)C1, CC(=O)OC(C)=O, ClCCl, O, c1ccncc1. The product is CC(=O)OC1CC(CO[Si](C)(C)C(C)(C)C)CC1Nc1cc(NC2CCc3ccccc32)ncn1. RXN SMILES: [C:1]([CH3:2])([CH3:3])([CH3:4])[Si:5]([O:6][CH2:7][CH:8]1[CH2:9][CH:10]([NH:14][c:15]2[n:16][cH:17][n:18][c:19]([NH:21][CH:22]3[CH2:23][CH2:24][c:25]4[cH:26][cH:27][cH:28][cH:29][c:30]43)[cH:20]2)[CH:11]([OH:13])[CH2:12]1)([CH3:31])[CH3:32].[CH3:39][C:40](=[O:41])[O:42][C:43](=[O:44])[CH3:45].[Cl:46][CH2:47][Cl:48].[OH2:49].[cH:33]1[cH:34][cH:35][n:36][cH:37][cH:38]1>>[C:1]([CH3:2])([CH3:3])([CH3:4])[Si:5]([O:6][CH2:7][CH:8]1[CH2:9][CH:10]([NH:14][c:15]2[n:16][cH:17][n:18][c:19]([NH:21][CH:22]3[CH2:23][CH2:24][c:25]4[cH:26][cH:27][cH:28][cH:29][c:30]43)[cH:20]2)[CH:11]([O:13][C:40]([CH3:39])=[O:41])[CH2:12]1)([CH3:31])[CH3:32]. The reactants are COC(=O)CC(C)=O, [Li]CCCC, C1CCOC1, COc1ccc(F)c(C#N)c1, [H-], [Na+]. Product: COC(=O)CC(=O)C=C(N)c1cc(OC)ccc1F. RXN SMILES: [C:1]([CH2:2][C:3](=[O:4])[CH3:5])(=[O:6])[O:7][CH3:8].[CH2:11]([Li:12])[CH2:13][CH2:14][CH3:15].[CH2:27]1[O:28][CH2:29][CH2:30][CH2:31]1.[F:16][c:17]1[c:18]([C:19]#[N:20])[cH:21][c:22]([O:25][CH3:26])[cH:23][cH:24]1.[H-:10].[Na+:9]>>[C:1]([CH2:2][C:3](=[O:4])[CH:5]=[C:19]([c:18]1[c:17]([F:16])[cH:24][cH:23][c:22]([O:25][CH3:26])[cH:21]1)[NH2:20])(=[O:6])[O:7][CH3:8]. Reactants: tert-butyl ester, C(CCC)C1=CC=C2C(CCC(N12)C1=CC=C(C=C1)C1=C(C=CC=C1)C1=NN=NN1)=CC(=O)OC(C)(C)C (1,1-Dimethylethyl [3-Butyl-6,7-dihydro-5-[2'-(1H-tetrazol-5-yl) [1,1'-biphenyl]-4-yl]-8(5H)-indolizinylidene]acetate), C(=O)(C(F)(F)F)O (TFA). Product: C(CCC)C1=CC=C2C(CCC(N12)C1=CC=C(C=C1)C1=C(C=CC=C1)C1=NN=NN1)=CC(=O)O ([3-Butyl-6,7-dihydro-5-[2'-(1H-tetrazol-5-yl)[1,1'-biphenyl]-4-yl]-8(5H) -indolizinylidene]acetic acid). Reaction SMILES: [CH2:1]([C:5]1[N:13]2[C:8]([C:9](=[CH:31][C:32]([O:34]C(C)(C)C)=[O:33])[CH2:10][CH2:11][CH:12]2[C:14]2[CH:19]=[CH:18][C:17]([C:20]3[CH:25]=[CH:24][CH:23]=[CH:22][C:21]=3[C:26]3[NH:30][N:29]=[N:28][N:27]=3)=[CH:16][CH:15]=2)=[CH:7][CH:6]=1)[CH2:2][CH2:3][CH3:4].C(O)(C(F)(F)F)=O>>[CH2:1]([C:5]1[N:13]2[C:8]([C:9](=[CH:31][C:32]([OH:34])=[O:33])[CH2:10][CH2:11][CH:12]2[C:14]2[CH:19]=[CH:18][C:17]([C:20]3[CH:25]=[CH:24][CH:23]=[CH:22][C:21]=3[C:26]3[NH:27][N:28]=[N:29][N:30]=3)=[CH:16][CH:15]=2)=[CH:7][CH:6]=1)[CH2:2][CH2:3][CH3:4]. Reported procedure: To a solution of unsaturated tert-butyl ester (0.0627 mmol, the title compound of Example 1924) in 2 mL of CDCl3 at room temperature is added 0.5 mL of TFA, and the progress of the reaction is monitored by 1H NMR. The resulting yellow solution is stirred at room temperature until the reaction is complete. The mixture is concentrated in vacuo. The crude product is purified to give the title compound of Example 1925.